Dataset: the Open Reaction Database (ORD), a public repository of structured organic reaction records. Task: describe an organic reaction: reactants, conditions, products, and yield Starting materials: C(C(=C)C)(=O)O (methacrylic acid), C(=O)C=C (acrolein), N(=NC(C#N)(C)C)C(C#N)(C)C (azobisisobutyronitrile), C(C)(=O)OC(COC)C (propylene glycol methyl ether acetate). The product is C(C(=C)C)(=O)O.C(=O)C=C (methacrylic acid acrolein). Procedure: To a 250 ml round bottomed flask was added methacrylic acid (7 g), acrolein (33 g), azobisisobutyronitrile (AIBN) (0.8 g), and propylene glycol methyl ether acetate (90 g), and the mixture was reacted for 8 hours under an N2 atmosphere. When the reaction was complete, the product was precipitated from 1,000 ml diethyl ether, and then dried in vacuum to give poly(methacrylic acid/acrolein) (25 g). To another 250 ml round flask was added the obtained poly(methacrylic acid/acrolein) (25 g), p-tolue... Reaction SMILES: [C:1]([OH:6])(=[O:5])[C:2]([CH3:4])=[CH2:3].[CH:7]([CH:9]=[CH2:10])=[O:8].N(C(C)(C)C#N)=NC(C)(C)C#N.C(OC(C)COC)(=O)C>>[C:1]([OH:6])(=[O:5])[C:2]([CH3:4])=[CH2:3].[CH:7]([CH:9]=[CH2:10])=[O:8] |f:4.5|. Starting materials: C1CCOC1, CC(C)C[AlH]CC(C)C, Cc1ccccc1, CC(C)(C)OC(=O)NCC12CC(=O)Nc3cccc(c31)NC2=O. The product is CC(C)(C)OC(=O)NCC12CCNc3cccc(c31)NC2=O. RXN SMILES: [CH2:33]1[O:34][CH2:35][CH2:36][CH2:37]1.[CH3:24][CH:25]([CH2:26][AlH:27][CH2:28][CH:29]([CH3:30])[CH3:31])[CH3:32].[CH3:38][c:39]1[cH:40][cH:41][cH:42][cH:43][cH:44]1.[O:1]=[C:2]1[NH:3][c:4]2[c:5]3[c:10]([cH:11][cH:12][cH:13]2)[NH:9][C:8](=[O:14])[CH2:7][C:6]13[CH2:15][NH:16][C:17]([O:18][C:19]([CH3:20])([CH3:21])[CH3:22])=[O:23]>>[O:1]=[C:2]1[NH:3][c:4]2[c:5]3[c:10]([cH:11][cH:12][cH:13]2)[NH:9][CH2:8][CH2:7][C:6]13[CH2:15][NH:16][C:17]([O:18][C:19]([CH3:20])([CH3:21])[CH3:22])=[O:23].